This data is from the Open Reaction Database (ORD), a public repository of structured organic reaction records. The task is: describe an organic reaction: reactants, conditions, products, and yield The reactants are resultant mixture, ClC1=CC(=CC=C1)C(=O)OO (3-Chloroperbenzoic acid), C1(=CC=CC=C1)SCC1=CC=C(C(=C1C(=O)OCC)OC)CC (ethyl 6-(phenylthiomethyl)-3-ethyl-2-methoxybenzoate), C1(=CC=CC=C1)SCC1=CC=C(C(=C1C(=O)OCC)OC)CC (ethyl 6-(phenylthiomethyl)-3-ethyl-2-methoxybenzoate). Product: C1(=CC=CC=C1)S(=O)CC1=CC=C(C(=C1C(=O)OCC)OC)CC (ethyl 6-(benzenesulphinylmethyl)-3-ethyl-2-methoxybenzoate). Run in C(Cl)Cl (DCM). Reaction SMILES: ClC1C=CC=C(C(OO)=[O:9])C=1.[C:12]1([S:18][CH2:19][C:20]2[C:25]([C:26]([O:28][CH2:29][CH3:30])=[O:27])=[C:24]([O:31][CH3:32])[C:23]([CH2:33][CH3:34])=[CH:22][CH:21]=2)[CH:17]=[CH:16][CH:15]=[CH:14][CH:13]=1>C(Cl)Cl>[C:12]1([S:18]([CH2:19][C:20]2[C:25]([C:26]([O:28][CH2:29][CH3:30])=[O:27])=[C:24]([O:31][CH3:32])[C:23]([CH2:33][CH3:34])=[CH:22][CH:21]=2)=[O:9])[CH:13]=[CH:14][CH:15]=[CH:16][CH:17]=1. Isolated yield 67.6%. Procedure: 3-Chloroperbenzoic acid (0.07 g) was added to a stirred solution of ethyl 6-(phenylthiomethyl)-3-ethyl-2-methoxybenzoate (Intermediate 19, 0.315 g) in DCM (5 ml) and the resultant mixture was stirred at room temperature overnight. The solution was evaporated to dryness and the residue was purified by chromatography on silica, eluting with a mixture of ethyl acetate and cyclohexane with a gradient of 0-100% to give ethyl 6-(benzenesulphinylmethyl)-3-ethyl-2-methoxybenzoate (0.095 g) as a clear gu...